From a dataset of the Open Reaction Database (ORD), a public repository of structured organic reaction records. describe an organic reaction: reactants, conditions, products, and yield Reactants: CI (methyl iodide), C(CC#CCC)OC=1C(=NON1)C=1C=NC=CC1 (3-(4-(3-hexynyloxy)-1, 2,5-oxadiazol-3-yl)pyridine). The solvent is CC(=O)C (acetone). Reaction conditions: time 18 hour. The product is [I-].C(CC#CCC)OC=1C(=NON1)C=1C=[N+](C=CC1)C (3-(4-(3-hexynyloxy)-1,2,5-oxadiazol-3-yl)-1-methylpyridinium iodide). As a reaction SMILES: [CH3:1][I:2].[CH2:3]([O:9][C:10]1[C:11]([C:15]2[CH:16]=[N:17][CH:18]=[CH:19][CH:20]=2)=[N:12][O:13][N:14]=1)[CH2:4][C:5]#[C:6][CH2:7][CH3:8]>CC(C)=O>[I-:2].[CH2:3]([O:9][C:10]1[C:11]([C:15]2[CH:16]=[N+:17]([CH3:1])[CH:18]=[CH:19][CH:20]=2)=[N:12][O:13][N:14]=1)[CH2:4][C:5]#[C:6][CH2:7][CH3:8] |f:3.4|. Reported procedure: A mixture of methyl iodide (1.5 ml, 22 mmol) and 3-(4-(3-hexynyloxy)-1, 2,5-oxadiazol-3-yl)pyridine (2.5 mmol) in acetone (20 ml) was stirred at room temperature for 18 h and evaporated to give the title compound. The reactants are CSC1=NC=CC(=N1)C1=CNC=C1 (2-Methylsulfanyl-4-(1H-pyrrol-3-yl)-pyrimidine), [H-].[Na+] (sodium hydride), COC(CCBr)=O (3-bromo-propionic acid methyl ester). The solvent is C1CCOC1 (THF). Conditions: temperature 50 celsius, time 14 hour. Yields the product COC(CCN1C=C(C=C1)C1=NC(=NC=C1)SC)=O (3-[3-(2-Methylsulfanyl-pyrimidin-4-yl)-pyrrol-1-yl]-propionic acid methyl ester). RXN SMILES: [CH3:1][S:2][C:3]1[N:8]=[C:7]([C:9]2[CH:13]=[CH:12][NH:11][CH:10]=2)[CH:6]=[CH:5][N:4]=1.[H-].[Na+].[CH3:16][O:17][C:18](=[O:22])[CH2:19][CH2:20]Br>C1COCC1>[CH3:16][O:17][C:18](=[O:22])[CH2:19][CH2:20][N:11]1[CH:12]=[CH:13][C:9]([C:7]2[CH:6]=[CH:5][N:4]=[C:3]([S:2][CH3:1])[N:8]=2)=[CH:10]1 |f:1.2|. Reported procedure: 2-Methylsulfanyl-4-(1H-pyrrol-3-yl)-pyrimidine (260 mg, 1.36 mmol) was added to a suspension of fat free sodium hydride (39 mg, 1.63 mmol) in 5 ml of THF. The mixture was heated to 50° C. for 20 minutes. Then, 3-bromo-propionic acid methyl ester (0.156 ml, 1.36 mmol) was added and the temperature was increased to 80° C. After 14 hours, the mixture was cooled, quenched with water and extracted with ether. The combined organic layers were washed with brine, dried over sodium sulfate and evaporated... Reaction SMILES: [CH2:34]1[CH2:35][CH2:36][NH:37][CH2:38]1.[s:1]1[c:2]([CH2:6][n:7]2[n:8][cH:9][c:10]3[cH:11][c:12]([NH:16][c:17]4[n:18][cH:19][n:20][c:21]5[cH:22][cH:23][cH:24][c:25]([O:27][CH:28]([C:29]([O:31][CH3:30])=[O:32])[CH3:33])[c:26]45)[cH:13][cH:14][c:15]23)[n:3][cH:4][cH:5]1>>[s:1]1[c:2]([CH2:6][n:7]2[n:8][cH:9][c:10]3[cH:11][c:12]([NH:16][c:17]4[n:18][cH:19][n:20][c:21]5[cH:22][cH:23][cH:24][c:25]([O:27][CH:28]([C:29](=[O:31])[N:37]6[CH2:36][CH2:35][CH2:34][CH2:38]6)[CH3:33])[c:26]45)[cH:13][cH:14][c:15]23)[n:3][cH:4][cH:5]1. Product: CC(Oc1cccc2ncnc(Nc3ccc4c(cnn4Cc4nccs4)c3)c12)C(=O)N1CCCC1. The reactants are C1CCNC1, COC(=O)C(C)Oc1cccc2ncnc(Nc3ccc4c(cnn4Cc4nccs4)c3)c12. Reactants: CS(=O)C (dimethylsulfoxide), C(C1=CC=CC=C1)(C1=CC=CC=C1)NCCCCC(=O)OCC (ethyl 5-benzhydrylaminovalerate), C(C)N(C(C)C)C(C)C (ethyldiisopropylamine), C(\C=C\C)(=O)Cl (crotonyl chloride). The solvent is C1=CC=CC=C1 (benzene). The product is C(\C=C\C)(=O)N(CCCCC(=O)OCC)C(C1=CC=CC=C1)C1=CC=CC=C1 (ethyl N-crotonoyl-5-benzhydrylaminovalerate). Yield: 99.6%. As a reaction SMILES: [CH:1]([NH:14][CH2:15][CH2:16][CH2:17][CH2:18][C:19]([O:21][CH2:22][CH3:23])=[O:20])([C:8]1[CH:13]=[CH:12][CH:11]=[CH:10][CH:9]=1)[C:2]1[CH:7]=[CH:6][CH:5]=[CH:4][CH:3]=1.C(N(C(C)C)C(C)C)C.[C:33](Cl)(=[O:37])/[CH:34]=[CH:35]/[CH3:36].CS(C)=O>C1C=CC=CC=1>[C:33]([N:14]([CH:1]([C:8]1[CH:9]=[CH:10][CH:11]=[CH:12][CH:13]=1)[C:2]1[CH:3]=[CH:4][CH:5]=[CH:6][CH:7]=1)[CH2:15][CH2:16][CH2:17][CH2:18][C:19]([O:21][CH2:22][CH3:23])=[O:20])(=[O:37])/[CH:34]=[CH:35]/[CH3:36]. Reported procedure: Analogously to Example 19, 7 g of ethyl 5-benzhydrylaminovalerate and 3.2 g of ethyldiisopropylamine are dissolved in 100 ml of benzene and reacted with 2.6 g of crotonyl chloride. As reaction product one obtains 8.5 g of ethyl N-crotonoyl-5-benzhydrylaminovalerate as a viscous non-distillable oil. The saponification of this ester yields 6 g (76%) of N-crotonoyl-5-benzhydrylaminovaleric acid (M.P. 88° to 89°). Reactants: CCCCCC[N+](CCCCCC)(CCCCCC)CCCCCC, COC=C(C(=O)OC)c1ccccc1C(=NOC)c1cccc(C(F)(F)F)c1, ClCCl, [K+], O=[Mn](=O)(=O)[O-], [Na+], [Na+], O, O=S([O-])S(=O)(=O)[O-], O=S(=O)([O-])O. Product: CON=C(c1cccc(C(F)(F)F)c1)c1ccccc1C(=O)C(=O)OC. Reaction SMILES: [CH2:53]([N+:54]([CH2:55][CH2:56][CH2:57][CH2:58][CH2:59][CH3:60])([CH2:61][CH2:62][CH2:63][CH2:64][CH2:65][CH3:66])[CH2:67][CH2:68][CH2:69][CH2:70][CH2:71][CH3:72])[CH2:73][CH2:74][CH2:75][CH2:76][CH3:77].[CH3:1][O:2][CH:3]=[C:4]([C:5](=[O:6])[O:7][CH3:8])[c:9]1[c:10]([C:15](=[N:16][O:17][CH3:18])[c:19]2[cH:20][c:21]([C:25]([F:26])([F:27])[F:28])[cH:22][cH:23][cH:24]2)[cH:11][cH:12][cH:13][cH:14]1.[Cl:44][CH2:45][Cl:46].[K+:34].[Mn:29](=[O:30])([O-:31])(=[O:32])=[O:33].[Na+:42].[Na+:43].[OH2:47].[S:35]([S:36]([O-:37])=[O:38])([O-:39])(=[O:40])=[O:41].[S:48]([O-:49])([OH:50])(=[O:51])=[O:52]>>[C:4]([C:5](=[O:6])[O:7][CH3:8])([c:9]1[c:10]([C:15](=[N:16][O:17][CH3:18])[c:19]2[cH:20][c:21]([C:25]([F:26])([F:27])[F:28])[cH:22][cH:23][cH:24]2)[cH:11][cH:12][cH:13][cH:14]1)=[O:30]. Starting materials: solid, Cl.Cl.Cl.O1CCC=2C(=NC=CC21)N2CCN(CC2)CC[C@@H]2CC[C@H](CC2)N (trans-4-{2-[4-(2,3-dihydrofuro[3,2-c]pyridin-4-yl)-piperazin-1-yl]-ethyl}-cyclohexanamine trihydrochloride), Cl.Cl.Cl.O1CCC=2C(=NC=CC21)N2CCN(CC2)CC[C@@H]2CC[C@H](CC2)N (trans-4-{2-[4-(2,3-dihydrofuro[3,2-c]pyridin-4-yl)-piperazin-1-yl]-ethyl}-cyclohexanamine trihydrochloride), C(C#CC)(=O)O (but-2-ynoic acid). Product: O1CCC=2C(=NC=CC21)N2CCN(CC2)CC[C@@H]2CC[C@H](CC2)NC(C#CC)=O (But-2-ynoic acid trans-(4-{2-[4-(2,3-dihydro-furo[3,2-c]pyridin-4-yl)-piperazin-1-yl]-ethyl}-cyclohexyl)-amide). As a reaction SMILES: Cl.Cl.Cl.[O:4]1[C:12]2[CH:11]=[CH:10][N:9]=[C:8]([N:13]3[CH2:18][CH2:17][N:16]([CH2:19][CH2:20][C@H:21]4[CH2:26][CH2:25][C@H:24]([NH2:27])[CH2:23][CH2:22]4)[CH2:15][CH2:14]3)[C:7]=2[CH2:6][CH2:5]1.[C:28](O)(=[O:32])[C:29]#[C:30][CH3:31]>>[O:4]1[C:12]2[CH:11]=[CH:10][N:9]=[C:8]([N:13]3[CH2:18][CH2:17][N:16]([CH2:19][CH2:20][C@H:21]4[CH2:26][CH2:25][C@H:24]([NH:27][C:28](=[O:32])[C:29]#[C:30][CH3:31])[CH2:23][CH2:22]4)[CH2:15][CH2:14]3)[C:7]=2[CH2:6][CH2:5]1 |f:0.1.2.3|. Procedure: The title compound, white solid (93 mg, 94%), MS (ISP) m/z=397.4 [(M+H)+], mp 193° C., was prepared in accordance with the general method of example 32 from trans-4-{2-[4-(2,3-dihydrofuro[3,2-c]pyridin-4-yl)-piperazin-1-yl]-ethyl}-cyclohexanamine trihydrochloride (intermediate C) (110 mg, 0.25 mmol) and but-2-ynoic acid. Starting materials: BrC1=CC2=C(C(NO2)=O)C=C1 (6-bromo-1,2-benzisoxazol-3 (2H)-one), BrC1=CC2=C(C(NO2)=O)C=C1 (6-bromo-1,2-benzisoxazol-3 (2H)-one), N1CCOCC1 (morpholine), C(C)(C)N(CC)C(C)C (diisopropylethylamine), S(=O)(=O)(C(F)(F)F)OS(=O)(=O)C(F)(F)F (triflic anhydride). The solvent is ClCCl (dichloromethane), N1=CC=CC=C1 (pyridine), C1CCCCC1 (cyclohexane), C(C)#N (acetonitrile). Yields the product N (ammonia), BrC1=CC2=C(C(=NO2)N2CCOCC2)C=C1 (6-Bromo-3-(4-morpholinyl)-1,2-benzisoxazole). As a reaction SMILES: [Br:1][C:2]1[CH:11]=[CH:10][C:5]2[C:6](=O)[NH:7][O:8][C:4]=2[CH:3]=1.S(OS(C(F)(F)F)(=O)=O)(C(F)(F)F)(=O)=O.[NH:27]1[CH2:32][CH2:31][O:30][CH2:29][CH2:28]1.C(N(C(C)C)CC)(C)C>ClCCl.C1CCCCC1.C(#N)C.N1C=CC=CC=1>[NH3:7].[Br:1][C:2]1[CH:11]=[CH:10][C:5]2[C:6]([N:27]3[CH2:32][CH2:31][O:30][CH2:29][CH2:28]3)=[N:7][O:8][C:4]=2[CH:3]=1. Reported procedure: An ice-bath cooled solution of 6-bromo-1,2-benzisoxazol-3 (2H)-one (Intermediate 24) (0.15 g) and dry pyridine (0.15 ml) in dry dichloromethane (12 ml) was stirred under nitrogen and treated with triflic anhydride (180 μL). The solution was stirred at room temp. for 90 min, diluted with cyclohexane then applied to a Varian Bond-Elut SPE cartridge (silica, 5 g) and eluted with cyclohexane and dichloromethane to give a colourless oil. The oil was dissolved in acetonitrile (4 ml) treated with morph...